Dataset: the Open Reaction Database (ORD), a public repository of structured organic reaction records. Task: describe an organic reaction: reactants, conditions, products, and yield Starting materials: [OH-].[K+] (potassium hydroxide), BrC(C(=O)O)C(C(=O)O)Br (2,3-dibromosuccinic acid). Run in CO (methanol). The product is [K+].[K+].C(#CC(=O)[O-])C(=O)[O-] (acetylenedicarboxylic acid di-potassium salt). The yield is 233.8%. Reaction SMILES: [OH-].[K+:2].Br[CH:4]([CH:8](Br)[C:9]([OH:11])=[O:10])[C:5]([OH:7])=[O:6]>CO>[K+:2].[K+:2].[C:8]([C:9]([O-:11])=[O:10])#[C:4][C:5]([O-:7])=[O:6] |f:0.1,4.5.6|. Procedure: To a mixture of potassium hydroxide (44.8 g) and methanol (200 ml) was added 2,3-dibromosuccinic acid (55.2 g), and the whole was heated under reflux for 5 hours over a water bath. After cooling, white crystals were filtered and washed with methanol to afford a mixture (89 g) of acetylenedicarboxylic acid di-potassium salt and potassium bromide. The mixture was dissolved in water (as little water as possible was used) and 6N sulfuric acid (36 ml) was carefully added. White crystals formed were f... The product is COc1ccc2c(C(=O)c3ccc(OCCN4CCCCCC4)cc3)c(-c3ccc(F)cc3F)ccc2c1. The reactants are OB(O)c1ccc(F)cc1F, COc1ccc2c(C(=O)c3ccc(OCCN4CCCCCC4)cc3)c(OS(=O)(=O)C(F)(F)F)ccc2c1. RXN SMILES: [F:39][c:40]1[c:41]([B:47]([OH:48])[OH:49])[cH:42][cH:43][c:44]([F:46])[cH:45]1.[N:1]1([CH2:8][CH2:9][O:10][c:11]2[cH:12][cH:13][c:14]([C:15](=[O:16])[c:17]3[c:18]([O:29][S:30]([C:31]([F:32])([F:33])[F:34])(=[O:35])=[O:36])[cH:19][cH:20][c:21]4[cH:22][c:23]([O:27][CH3:28])[cH:24][cH:25][c:26]34)[cH:37][cH:38]2)[CH2:2][CH2:3][CH2:4][CH2:5][CH2:6][CH2:7]1>>[N:1]1([CH2:8][CH2:9][O:10][c:11]2[cH:12][cH:13][c:14]([C:15](=[O:16])[c:17]3[c:18](-[c:41]4[c:40]([F:39])[cH:45][c:44]([F:46])[cH:43][cH:42]4)[cH:19][cH:20][c:21]4[cH:22][c:23]([O:27][CH3:28])[cH:24][cH:25][c:26]34)[cH:37][cH:38]2)[CH2:2][CH2:3][CH2:4][CH2:5][CH2:6][CH2:7]1.